From a dataset of the Open Reaction Database (ORD), a public repository of structured organic reaction records. describe an organic reaction: reactants, conditions, products, and yield Starting materials: [BH4-], CC(C)(C)OC(=O)N1CCC(=O)C(C)(C)C1, CO, [Cl-], [NH4+], [Na+]. Product: CC(C)(C)OC(=O)N1CCC(O)C(C)(C)C1. RXN SMILES: [BH4-:17].[C:1](=[O:2])([O:3][C:4]([CH3:5])([CH3:6])[CH3:7])[N:8]1[CH2:9][C:10]([CH3:15])([CH3:16])[C:11](=[O:14])[CH2:12][CH2:13]1.[CH3:21][OH:22].[Cl-:19].[NH4+:20].[Na+:18]>>[C:1](=[O:2])([O:3][C:4]([CH3:5])([CH3:6])[CH3:7])[N:8]1[CH2:9][C:10]([CH3:15])([CH3:16])[CH:11]([OH:14])[CH2:12][CH2:13]1. Starting materials: CC1=CC=C(C=N1)OC1=C(C=C(C=C1)NC1=NC=NC2=CC=C(C=C12)C1=CC=C(O1)C=O)C (5-(4-(4-(6-methylpyridin-3-yloxy)-3-methylphenylamino)quinazolin-6-yl)furan-2-carbaldehyde), C(C)(=O)O[BH-](OC(C)=O)OC(C)=O.[Na+] (sodium triacetoxyborohydride), Cl.CP1(CCNCC1)=O (4-methyl-1,4-azaphosphinane 4-oxide hydrogen chloride salt), CCN(C(C)C)C(C)C (DIPEA). The reagents and catalysts are C(C)(=O)O (acetic acid). The solvent is ClCCl (dichloromethane). Yields the product CC1=CC=C(C=N1)OC1=C(C=C(C=C1)NC1=NC=NC2=CC=C(C=C12)C=1OC(=CC1)CN1CCP(CC1)C)C (N-(4-(6-methylpyridin-3-yloxy)-3-methylphenyl)-6-(5-((4-methyl-1,4-azaphosphinan-1-yl)methyl)furan-2-yl)quinazolin-4-amine). RXN SMILES: [CH3:1][C:2]1[N:7]=[CH:6][C:5]([O:8][C:9]2[CH:14]=[CH:13][C:12]([NH:15][C:16]3[C:25]4[C:20](=[CH:21][CH:22]=[C:23]([C:26]5[O:30][C:29]([CH:31]=O)=[CH:28][CH:27]=5)[CH:24]=4)[N:19]=[CH:18][N:17]=3)=[CH:11][C:10]=2[CH3:33])=[CH:4][CH:3]=1.Cl.[CH3:35][P:36]1(=O)[CH2:41][CH2:40][NH:39][CH2:38][CH2:37]1.CCN(C(C)C)C(C)C.C(O[BH-](OC(=O)C)OC(=O)C)(=O)C.[Na+]>ClCCl.C(O)(=O)C>[CH3:1][C:2]1[N:7]=[CH:6][C:5]([O:8][C:9]2[CH:14]=[CH:13][C:12]([NH:15][C:16]3[C:25]4[C:20](=[CH:21][CH:22]=[C:23]([C:26]5[O:30][C:29]([CH2:31][N:39]6[CH2:40][CH2:41][P:36]([CH3:35])[CH2:37][CH2:38]6)=[CH:28][CH:27]=5)[CH:24]=4)[N:19]=[CH:18][N:17]=3)=[CH:11][C:10]=2[CH3:33])=[CH:4][CH:3]=1 |f:1.2,4.5|. Procedure: 5-(4-(4-(6-methylpyridin-3-yloxy)-3-methylphenylamino)quinazolin-6-yl)furan-2-carbaldehyde, 4-methyl-1,4-azaphosphinane 4-oxide hydrogen chloride salt and DIPEA were suspended in dichloromethane (20 mL). Sequentially, acetic acid (3 drops) and sodium triacetoxyborohydride (2 equiv.) were added at room temperature. The mixture was stirred at room temperature until the starting material disappeared. The reaction was quenched with 2N NaOH aqueous solution and extracted with dichloromethane. The com... The yield is 67.1%. As a reaction SMILES: [C:1]([C:4]1[C:5](=[O:25])[NH:6][C:7]2[C:12]([C:13]=1C)=[C:11](OS(O)(=O)=O)[C:10]([Cl:20])=[CH:9][C:8]=2[C:21]([F:24])([F:23])[F:22])(=[O:3])[CH3:2].[CH:26]1([NH2:31])[CH2:30][CH2:29][CH2:28][CH2:27]1>>[C:1]([C:4]1[C:5](=[O:25])[NH:6][C:7]2[C:12]([C:13]=1[NH:31][CH:26]1[CH2:30][CH2:29][CH2:28][CH2:27]1)=[CH:11][C:10]([Cl:20])=[CH:9][C:8]=2[C:21]([F:22])([F:23])[F:24])(=[O:3])[CH3:2]. Procedure: 3-Acetyl-6-chloro-8-trifluoromethyl-4-methylsulfoxy-2-quinolinone (3.5g, 0.01 mol) and cyclopentylamine (0.86g, 0.01 mol) were used, but the reaction was carried out as the above process of example 37 to obtain the desired product (2.5g, yield: 67 % ). The product is C(C)(=O)C=1C(NC2=C(C=C(C=C2C1NC1CCCC1)Cl)C(F)(F)F)=O (3-Acetyl-6-chloro-8-trifiuoromethy- 4-cyclopentylamino-2-quinolinone). Starting materials: C(C)(=O)C=1C(NC2=C(C=C(C(=C2C1C)OS(=O)(=O)O)Cl)C(F)(F)F)=O (3-Acetyl-6-chloro-8-trifluoromethyl-4-methylsulfoxy-2-quinolinone), C1(CCCC1)N (cyclopentylamine). Reaction SMILES: [CH3:19][C:20](=[O:21])[OH:22].[N+:1]([O-:2])(=[O:3])[c:4]1[cH:5][cH:6][c:7]2[cH:8][cH:9][n:10][cH:11][c:12]2[c:13]1[C:14]([F:15])([F:16])[F:17].[Zn:18]>>[NH2:1][c:4]1[cH:5][cH:6][c:7]2[cH:8][cH:9][n:10][cH:11][c:12]2[c:13]1[C:14]([F:15])([F:16])[F:17]. Starting materials: CC(=O)O, O=[N+]([O-])c1ccc2ccncc2c1C(F)(F)F, [Zn]. The product is Nc1ccc2ccncc2c1C(F)(F)F. Reaction SMILES: [F:1][c:2]1[c:3]([O:4][c:5]2[cH:6][cH:7][c:8]3[c:9]([n:10]2)[o:11][c:12](-[c:14]2[cH:15][c:16]([CH3:22])[c:17]([OH:21])[c:18]([CH3:20])[cH:19]2)[n:13]3)[cH:23][cH:24][cH:25][cH:26]1.[OH:27][CH2:28][C:29]([C:30](=[O:31])[O:32][CH2:33][c:34]1[cH:35][cH:36][cH:37][cH:38][cH:39]1)([CH3:40])[CH3:41]>>[F:1][c:2]1[c:3]([O:4][c:5]2[cH:6][cH:7][c:8]3[c:9]([n:10]2)[o:11][c:12](-[c:14]2[cH:15][c:16]([CH3:22])[c:17]([O:21][CH2:28][C:29]([C:30](=[O:31])[O:32][CH2:33][c:34]4[cH:35][cH:36][cH:37][cH:38][cH:39]4)([CH3:40])[CH3:41])[c:18]([CH3:20])[cH:19]2)[n:13]3)[cH:23][cH:24][cH:25][cH:26]1. The product is Cc1cc(-c2nc3ccc(Oc4ccccc4F)nc3o2)cc(C)c1OCC(C)(C)C(=O)OCc1ccccc1. Starting materials: Cc1cc(-c2nc3ccc(Oc4ccccc4F)nc3o2)cc(C)c1O, CC(C)(CO)C(=O)OCc1ccccc1. The reactants are 8-chloro-1-phenyl-4-thio-1H-1,5-benzodiazepin-2,4-(3H,5H)-dione, C(CCC)O (n-butanol), CO (methanol), ClC=1C=CC2=C(N(C(CC(N2)=S)=S)C2=CC=CC=C2)C1 (8-chloro-1-phenyl-1H-1,5-benzodiazepin-2,4-(3H,5H)-dithione), C(C)(=O)NN (acethydrazide). Run in C(Cl)(Cl)Cl (chloroform). Yields the product ClC=1C=CC2=C(N(C(CC=3N2C(=NN3)C)=O)C3=CC=CC=C3)C1 (8-Chloro-1-methyl-6-phenyl-4H-s-triazolo[4,3-a][1,5]benzodiazepin-5(6H)-one). Reaction SMILES: [Cl:1][C:2]1[CH:3]=[CH:4][C:5]2[NH:11][C:10](=S)[CH2:9][C:8](=S)[N:7]([C:14]3[CH:19]=[CH:18][CH:17]=[CH:16][CH:15]=3)[C:6]=2[CH:20]=1.[C:21]([NH:24][NH2:25])(=O)[CH3:22].C([OH:30])CCC.CO>C(Cl)(Cl)Cl>[Cl:1][C:2]1[CH:3]=[CH:4][C:5]2[N:11]3[C:21]([CH3:22])=[N:24][N:25]=[C:10]3[CH2:9][C:8](=[O:30])[N:7]([C:14]3[CH:19]=[CH:18][CH:17]=[CH:16][CH:15]=3)[C:6]=2[CH:20]=1. Reported procedure: A solution of 3 g. (0.01 mole) of 8-chloro-1-phenyl-4-thio-1H-1,5-benzodiazepin-2,4-(3H,5H)-dione and 8-chloro-1-phenyl-1H-1,5-benzodiazepin-2,4-(3H,5H)-dithione and 2 g. (0.024 mole) of acethydrazide in 300 ml. of n-butanol is refluxed for 24 hours. During this period nitrogen is bubbled through the reaction mixture. The solution is evaporated to dryness in vacuo and the residue is treated with cold water which gives 2.7 g. of yellow material. This material was found by thin layer chromatograph... The solvent is C(C)O (ethanol). Yield: 94.1%. Procedure details: A solution of (RS)-1-benzyl-4-methyl-2-(trifluoroacetylaminomethyl)piperazine (D3) (6.06 g, 0.0192 mol) in ethanol (300 ml) was hydrogenated at atmospheric pressure in the presence of 10% palladium on charcoal (6 g, 54% paste with water) for 18 h. The mixture was filtered through Kieselguhr and the filtrate evaporated in vacuo to furnish the title compound as a colourless gum (4.07 g, 94%). Product: CN1CC(NCC1)CNC(C(F)(F)F)=O ((RS)-4-Methyl-2-(trifluoroacetylaminomethyl)piperazine). Reagents/catalysts: [Pd] (palladium on charcoal). Reactants: C(C1=CC=CC=C1)N1C(CN(CC1)C)CNC(C(F)(F)F)=O ((RS)-1-benzyl-4-methyl-2-(trifluoroacetylaminomethyl)piperazine). As a reaction SMILES: C([N:8]1[CH2:13][CH2:12][N:11]([CH3:14])[CH2:10][CH:9]1[CH2:15][NH:16][C:17](=[O:22])[C:18]([F:21])([F:20])[F:19])C1C=CC=CC=1>C(O)C.[Pd]>[CH3:14][N:11]1[CH2:12][CH2:13][NH:8][CH:9]([CH2:15][NH:16][C:17](=[O:22])[C:18]([F:21])([F:19])[F:20])[CH2:10]1.